This data is from the Open Reaction Database (ORD), a public repository of structured organic reaction records. The task is: describe an organic reaction: reactants, conditions, products, and yield Starting materials: C(C1=CC=CC=C1)N1CCC(CC1)CCNC=1C2=C(N=CN1)OC(=C2C2=CC=CC=C2)C2=CC=C(C=C2)OCCN2CCCC2 (N-(2-(1-benzylpiperidin-4-yl)ethyl)-5-phenyl-6-(4-(2-(pyrrolidin-1-yl)ethoxy)phenyl)furo[2,3-d]pyrimidin-4-amine), C([O-])(O)=O.[NH4+] (ammonium bicarbonate). The reagents and catalysts are [Pd] (Pd/C). Run in CO (MeOH). Yields the product C1(=CC=CC=C1)C1=C(OC=2N=CN=C(C21)NCCC2CCNCC2)C2=CC=C(C=C2)OCCN2CCCC2 (5-phenyl-N-(2-(4-piperidinyl)ethyl)-6-(4-((2-(1-pyrrolidinyl)ethyl)oxy)phenyl)furo[2,3-d]pyrimidin-4-amine). RXN SMILES: C([N:8]1[CH2:13][CH2:12][CH:11]([CH2:14][CH2:15][NH:16][C:17]2[C:18]3[C:25]([C:26]4[CH:31]=[CH:30][CH:29]=[CH:28][CH:27]=4)=[C:24]([C:32]4[CH:37]=[CH:36][C:35]([O:38][CH2:39][CH2:40][N:41]5[CH2:45][CH2:44][CH2:43][CH2:42]5)=[CH:34][CH:33]=4)[O:23][C:19]=3[N:20]=[CH:21][N:22]=2)[CH2:10][CH2:9]1)C1C=CC=CC=1.C(=O)(O)[O-].[NH4+]>CO.[Pd]>[C:26]1([C:25]2[C:18]3[C:17]([NH:16][CH2:15][CH2:14][CH:11]4[CH2:10][CH2:9][NH:8][CH2:13][CH2:12]4)=[N:22][CH:21]=[N:20][C:19]=3[O:23][C:24]=2[C:32]2[CH:33]=[CH:34][C:35]([O:38][CH2:39][CH2:40][N:41]3[CH2:42][CH2:43][CH2:44][CH2:45]3)=[CH:36][CH:37]=2)[CH:27]=[CH:28][CH:29]=[CH:30][CH:31]=1 |f:1.2|. Procedure: N-(2-(1-benzylpiperidin-4-yl)ethyl)-5-phenyl-6-(4-(2-(pyrrolidin-1-yl)ethoxy)phenyl)furo[2,3-d]pyrimidin-4-amine 29 (Prepared in a manner analogous to Steps 1-3 of Example 5; 20 mg, 0.033 mmol), ammonium bicarbonate (−30 mg, 0.5 mmol) and 10% Pd/C (˜5 mg) were taken up in MeOH (3-5 mL). The mixture was heated at reflux for 48 h, then filtered through a pad of Celite, washing with MeOH and EtOAc and concentrated. Preparative TLC (SiO2, 15% MeOH in CH2Cl2) afforded the title compound 30. Mass for ... The reactants are [N+](=O)([O-])C1=CC=C(CN2C(=NC3=C2C=CC=C3)CCl)C=C1 (1-(4-nitrobenzyl)-2-chloromethylbenzimidazole), [Na] (sodium), C(CC(=O)OCC)(=O)OCC (diethyl malonate), C(C)C(C(=O)[O-])(C(=O)[O-])CC (diethylmalonate), [H-].[Na+] (NaH). The solvent is C(C)(=O)OCC (ethyl acetate), CN(C)C=O (DMF). Run at time 18 hour. Product: [N+](=O)([O-])C1=CC=C(CN2C(=NC3=C2C=CC=C3)CC(C(=O)OCC)C(=O)OCC)C=C1 (3-[1-(4-Nitrobenzyl)benzimidazol-2-yl]-2-(carboethoxy)propanoic acid, ethyl ester). RXN SMILES: [Na].C(C(CC)(C([O-])=O)C([O-])=O)C.[H-].[Na+].[C:15]([O:23][CH2:24][CH3:25])(=[O:22])[CH2:16][C:17]([O:19][CH2:20][CH3:21])=[O:18].[N+:26]([C:29]1[CH:46]=[CH:45][C:32]([CH2:33][N:34]2[C:38]3[CH:39]=[CH:40][CH:41]=[CH:42][C:37]=3[N:36]=[C:35]2[CH2:43]Cl)=[CH:31][CH:30]=1)([O-:28])=[O:27]>CN(C=O)C.C(OCC)(=O)C>[N+:26]([C:29]1[CH:46]=[CH:45][C:32]([CH2:33][N:34]2[C:38]3[CH:39]=[CH:40][CH:41]=[CH:42][C:37]=3[N:36]=[C:35]2[CH2:43][CH:16]([C:17]([O:19][CH2:20][CH3:21])=[O:18])[C:15]([O:23][CH2:24][CH3:25])=[O:22])=[CH:31][CH:30]=1)([O-:28])=[O:27] |f:2.3,^1:0|. Procedure: The sodium salt of diethylmalonate was generated from 0.35 g of NaH (50% oil dispersion) and 1.1 mL of diethyl malonate in 15 mL of dried DMF with ice cooling. To the above mixture was added 2 g of 1-(4-nitrobenzyl)-2-chloromethylbenzimidazole and the mixture was stirred at room temperature for 18 hours. The reaction mixture was diluted with ethyl acetate, washed with water, dried and concentrated in vacuo. The crude produce was purified by flash column chromatography (hexane/ethyl acetate, 1:1)... Reactants: N#Cc1cccc(CBr)c1, Cc1cccc2[nH]c(C(=O)O)cc12, CN(C)C=O. Yields the product Cc1cccc2[nH]c(C(=O)OCc3cccc(C#N)c3)cc12. RXN SMILES: [C:14](#[N:15])[c:16]1[cH:17][c:18]([CH2:19][Br:20])[cH:21][cH:22][cH:23]1.[CH3:1][c:2]1[c:3]2[cH:4][c:5]([C:11](=[O:12])[OH:13])[nH:6][c:7]2[cH:8][cH:9][cH:10]1.[CH3:24][N:25]([CH3:26])[CH:27]=[O:28]>>[CH3:1][c:2]1[c:3]2[cH:4][c:5]([C:11]([O:12][CH2:19][c:18]3[cH:17][c:16]([C:14]#[N:15])[cH:23][cH:22][cH:21]3)=[O:13])[nH:6][c:7]2[cH:8][cH:9][cH:10]1. Starting materials: CC(C)(C)c1cc(C#N)c(O)cn1, C[Si](C)(C)C=[N+]=[N-], CC#N, CO, CCN(C(C)C)C(C)C. The product is COc1cnc(C(C)(C)C)cc1C#N. As a reaction SMILES: [C:1]([CH3:2])([CH3:3])([CH3:4])[c:5]1[cH:6][c:7]([C:8]#[N:9])[c:10]([OH:13])[cH:11][n:12]1.[CH3:23][Si:24]([CH:25]=[N+:26]=[N-:27])([CH3:28])[CH3:29].[CH3:30][C:31]#[N:32].[CH3:33][OH:34].[CH:14]([N:15]([CH2:16][CH3:17])[CH:18]([CH3:19])[CH3:20])([CH3:21])[CH3:22]>>[C:1]([CH3:2])([CH3:3])([CH3:4])[c:5]1[cH:6][c:7]([C:8]#[N:9])[c:10]([O:13][CH3:14])[cH:11][n:12]1. The reactants are C(C)(=O)NCCC1CCC2=CC=C(C(=C12)O)NC(C1=CC=CC=C1)=O (N-{3-[2-(Acetylamino)ethyl]-4-hydroxy-2,3-dihydro-1H-inden-5-yl}benzamide), C1(=CC=C(C=C1)S(=O)(=O)[O-])C.[NH+]1=CC=CC=C1 (pyridinium p-toluenesulfonate). Run in C=1(C(=CC=CC1)C)C (xylene). Product: C1(=CC=CC=C1)C=1OC2=C(N1)C=CC=1CCC(C12)CCNC(C)=O (N-[2-(2-Phenyl-7,8-dihydro-6H-indeno[5,4-d][1,3]oxazol-8-yl)ethyl]acetamide). Isolated yield 82.0%. RXN SMILES: [C:1]([NH:4][CH2:5][CH2:6][CH:7]1[C:15]2[C:10](=[CH:11][CH:12]=[C:13]([NH:17][C:18](=[O:25])[C:19]3[CH:24]=[CH:23][CH:22]=[CH:21][CH:20]=3)[C:14]=2O)[CH2:9][CH2:8]1)(=[O:3])[CH3:2].C1(C)C=CC(S([O-])(=O)=O)=CC=1.[NH+]1C=CC=CC=1>C1(C)C(C)=CC=CC=1>[C:19]1([C:18]2[O:25][C:14]3[C:15]4[CH:7]([CH2:6][CH2:5][NH:4][C:1](=[O:3])[CH3:2])[CH2:8][CH2:9][C:10]=4[CH:11]=[CH:12][C:13]=3[N:17]=2)[CH:24]=[CH:23][CH:22]=[CH:21][CH:20]=1 |f:1.2|. Reported procedure: N-{3-[2-(Acetylamino)ethyl]-4-hydroxy-2,3-dihydro-1H-inden-5-yl}benzamide (100 mg, 0.257 mmol) and pyridinium p-toluenesulfonate (12.9 mg, 0.0513 mmol) were heated under reflux in xylene (5 mL) for 2.5 hr. The solvent was evaporated under reduced pressure, and the residue was purified by silica gel column chromatography (NH, ethyl acetate/hexane=30/70→60/40) and recrystallized (ethyl acetate/diisopropyl ether) to give the title compound (67.5 mg, yield 82%). Starting materials: O=S(=O)(Cl)c1ccc(Cl)c(C(F)(F)F)c1, Nc1cc(Cl)ccc1Oc1ccccc1, c1ccncc1. Product: O=S(=O)(Nc1cc(Cl)ccc1Oc1ccccc1)c1ccc(Cl)c(C(F)(F)F)c1. RXN SMILES: [Cl:16][c:17]1[c:18]([C:27]([F:28])([F:29])[F:30])[cH:19][c:20]([S:23](=[O:24])(=[O:25])[Cl:26])[cH:21][cH:22]1.[Cl:1][c:2]1[cH:3][cH:4][c:5]([O:9][c:10]2[cH:11][cH:12][cH:13][cH:14][cH:15]2)[c:6]([NH2:8])[cH:7]1.[cH:31]1[cH:32][cH:33][n:34][cH:35][cH:36]1>>[Cl:1][c:2]1[cH:3][cH:4][c:5]([O:9][c:10]2[cH:11][cH:12][cH:13][cH:14][cH:15]2)[c:6]([NH:8][S:23]([c:20]2[cH:19][c:18]([C:27]([F:28])([F:29])[F:30])[c:17]([Cl:16])[cH:22][cH:21]2)(=[O:24])=[O:25])[cH:7]1.